This data is from the Open Reaction Database (ORD), a public repository of structured organic reaction records. The task is: describe an organic reaction: reactants, conditions, products, and yield The reactants are [Al+3], CCCc1cc2ccc(C(=O)OC)cc2[nH]1, CC(=O)Cl, [Cl-], [Cl-], [Cl-], ClCCl. Product: CCCc1[nH]c2cc(C(=O)OC)ccc2c1C(C)=O. RXN SMILES: [Al+3:2].[CH2:9]([CH2:10][CH3:11])[c:12]1[nH:13][c:14]2[cH:15][c:16]([C:21](=[O:22])[O:23][CH3:24])[cH:17][cH:18][c:19]2[cH:20]1.[CH3:5][C:6]([Cl:7])=[O:8].[Cl-:1].[Cl-:3].[Cl-:4].[Cl:25][CH2:26][Cl:27]>>[CH3:5][C:6](=[O:8])[c:20]1[c:12]([CH2:9][CH2:10][CH3:11])[nH:13][c:14]2[cH:15][c:16]([C:21](=[O:22])[O:23][CH3:24])[cH:17][cH:18][c:19]21. Starting materials: C[O-], COC(=O)C(C)c1ccc2sc(CC(C)C)nc2c1, [Cl-], CCc1nsc(N)c1Cl, [NH4+], [Na+], C1CCOC1. The product is CCc1nsc(NC(=O)C(C)c2ccc3sc(CC(C)C)nc3c2)c1Cl. Reaction SMILES: [CH3:10][O-:11].[CH3:13][CH:14]([CH2:15][c:16]1[s:17][c:18]2[c:19]([n:20]1)[cH:21][c:22]([CH:25]([C:26](=[O:27])[O:28][CH3:29])[CH3:30])[cH:23][cH:24]2)[CH3:31].[Cl-:37].[NH2:1][c:2]1[c:3]([Cl:9])[c:4]([CH2:7][CH3:8])[n:5][s:6]1.[NH4+:38].[Na+:12].[O:32]1[CH2:33][CH2:34][CH2:35][CH2:36]1>>[NH:1]([c:2]1[c:3]([Cl:9])[c:4]([CH2:7][CH3:8])[n:5][s:6]1)[C:26]([CH:25]([c:22]1[cH:21][c:19]2[c:18]([s:17][c:16]([CH2:15][CH:14]([CH3:13])[CH3:31])[n:20]2)[cH:24][cH:23]1)[CH3:30])=[O:27]. Reactants: [OH-].[Na+] (NaOH), S(=O)(Cl)Cl (thionyl chloride), N1=C(C=CC=C1)CCCCCO (2-pyridinepentanol). Solvent: ClCCl (dichloromethane), ClCCl (dichloromethane). Run at temperature -5 celsius, time 17 hour. Product: ClCCCCCC1=NC=CC=C1 (2-(5-chloropentyl)pyridine). RXN SMILES: S(Cl)([Cl:3])=O.[N:5]1[CH:10]=[CH:9][CH:8]=[CH:7][C:6]=1[CH2:11][CH2:12][CH2:13][CH2:14][CH2:15]O.[OH-].[Na+]>ClCCl>[Cl:3][CH2:15][CH2:14][CH2:13][CH2:12][CH2:11][C:6]1[CH:7]=[CH:8][CH:9]=[CH:10][N:5]=1 |f:2.3|. Reported procedure: A solution of 4.1 mL of thionyl chloride in 30 mL of dichloromethane was added over 10 minutes to a stirred solution of 6.65 g of 2-pyridinepentanol in 60 mL of dichloromethane maintained at -5° C. After the addition was complete, the mixture was stirred at room temperature for 17 hours, then was rechilled to 5° C. as 150 ml of 1N NaOH was added dropwise over 10 minutes. The layers were separated and the aqueous layer was extracted with 75 mL of dichloromethane. The organic layers were washed wi... Reactants: [Na] (Sodium), C1(CCCC1)N1N=C(C(=C1N)C(=O)N)CC (1-cyclopentyl-3-ethyl-5-amino-1H-pyrazole-4-carboxamide), CN1C(=CC=C1)CC(=O)OC (methyl 1-methylpyrrole-2-acetate). Solvent: C(C)O (ethanol), C(C)O (ethanol). The product is C1(CCCC1)N1NC(=C2C1=NC(=NC2=O)CC=2N(C=CC2)C)CC (1-cyclopentyl-3-ethyl-6-(1-methyl-2-pyrrolylmethyl)pyrazolo[3,4-d]pyrimidin-4-one). Yield: 36.9%. RXN SMILES: [Na].[CH:2]1([N:7]2[C:11]([NH2:12])=[C:10]([C:13]([NH2:15])=[O:14])[C:9]([CH2:16][CH3:17])=[N:8]2)[CH2:6][CH2:5][CH2:4][CH2:3]1.[CH3:18][N:19]1[CH:23]=[CH:22][CH:21]=[C:20]1[CH2:24][C:25](OC)=O>C(O)C>[CH:2]1([N:7]2[C:11]3=[N:12][C:25]([CH2:24][C:20]4[N:19]([CH3:18])[CH:23]=[CH:22][CH:21]=4)=[N:15][C:13](=[O:14])[C:10]3=[C:9]([CH2:16][CH3:17])[NH:8]2)[CH2:3][CH2:4][CH2:5][CH2:6]1 |^1:0|. Procedure details: Sodium spheres (1.0 g, 43.5 mmol) were dissolved in ethanol (50 mL) at reflux and then 1-cyclopentyl-3-ethyl-5-amino-1H-pyrazole-4-carboxamide (2.2 g, 10 mmol), followed by methyl 1-methylpyrrole-2-acetate (3.06 g, 20 mmol) in ethanol (30 mL) were added. The reaction mixture was refluxed under argon overnight, cooled to room temperature and evaporated to dryness. The residue was dissolved in water, the solution was cooled and the resulting solid was collected by filtration to afford recovered st... Starting materials: Brc1ccc2[nH]ccc2c1, CO, CN1CCC(=O)CC1, [K+], [OH-], O. Product: CN1CC=C(c2c[nH]c3ccc(Br)cc23)CC1. As a reaction SMILES: [Br:11][c:12]1[cH:13][c:14]2[cH:15][cH:16][nH:17][c:18]2[cH:19][cH:20]1.[CH3:21][OH:22].[CH3:3][N:4]1[CH2:5][CH2:6][C:7](=[O:10])[CH2:8][CH2:9]1.[K+:2].[OH-:1].[OH2:23]>>[CH3:3][N:4]1[CH2:5][CH2:6][C:7]([c:15]2[c:14]3[cH:13][c:12]([Br:11])[cH:20][cH:19][c:18]3[nH:17][cH:16]2)=[CH:8][CH2:9]1. The reactants are CC(C)(C)n1nc(CCC=O)cc1-c1ccc(F)cc1, CCN(C(C)C)C(C)C, Clc1ccc(N2CCNCC2)cc1Cl. Product: CC(C)(C)n1nc(CCCN2CCN(c3ccc(Cl)c(Cl)c3)CC2)cc1-c1ccc(F)cc1. Reaction SMILES: [C:1]([CH3:2])([CH3:3])([CH3:4])[n:5]1[n:6][c:7]([CH2:17][CH2:18][CH:19]=[O:20])[cH:8][c:9]1-[c:10]1[cH:11][cH:12][c:13]([F:16])[cH:14][cH:15]1.[CH:35]([N:36]([CH2:37][CH3:38])[CH:39]([CH3:40])[CH3:41])([CH3:42])[CH3:43].[Cl:21][c:22]1[cH:23][c:24]([N:29]2[CH2:30][CH2:31][NH:32][CH2:33][CH2:34]2)[cH:25][cH:26][c:27]1[Cl:28]>>[C:1]([CH3:2])([CH3:3])([CH3:4])[n:5]1[n:6][c:7]([CH2:17][CH2:18][CH2:19][N:32]2[CH2:31][CH2:30][N:29]([c:24]3[cH:23][c:22]([Cl:21])[c:27]([Cl:28])[cH:26][cH:25]3)[CH2:34][CH2:33]2)[cH:8][c:9]1-[c:10]1[cH:11][cH:12][c:13]([F:16])[cH:14][cH:15]1.